From a dataset of the Open Reaction Database (ORD), a public repository of structured organic reaction records. describe an organic reaction: reactants, conditions, products, and yield Isolated yield 94.0%. Reactants: COC(CSC(C1=CC=CC=C1)=S)=O (thiobenzoylsulfanylacetic acid methyl ester), NN (hydrazine). RXN SMILES: COC(=O)C[S:5][C:6](=S)[C:7]1[CH:12]=[CH:11][CH:10]=[CH:9][CH:8]=1.[NH2:15][NH2:16]>C(O)C>[C:6]([NH:15][NH2:16])(=[S:5])[C:7]1[CH:12]=[CH:11][CH:10]=[CH:9][CH:8]=1. Yields the product C(C1=CC=CC=C1)(=S)NN (thiobenzoic acid hydrazide). Run in C(C)O (ethanol). Run at time 2 hour. Procedure details: Add a solution of thiobenzoylsulfanylacetic acid methyl ester (1.9 g, 8.4 mmol) in ethanol (30 mL) to a solution of anhydrous hydrazine (1 mL) at room temperature under nitrogen and stir for 2 hours. Then add water (20 mL) and remove the solvent under reduced pressure. Dissolve the residue in ethyl acetate (300 mL), wash with water (200 mL) and brine (200 mL), and dry over magnesium sulfate. Remove the solvent under reduced pressure to provide thiobenzoic acid hydrazide (1.2 g, 94%). Reactants: CN1CC(CC1)N1N=CC(=C1)NC1=NC(=C2N=CN(C2=N1)COCC[Si](C)(C)C)OC=1C=C(C=CC1)NC(C=C)=O (N-{3-[(2-{[1-(1-methylpyrrolidin-3-yl)-1H-pyrazol-4-yl]amino}-9-{[2-(trimethylsilyl)ethoxy]methyl}-9H-purin-6-yl)oxy]phenyl}prop-2-enamide), C(=O)(C(F)(F)F)O (TFA). Solvent: C(Cl)Cl (DCM). Reported procedure: To a mixture of N-{3-[(2-{[1-(1-methylpyrrolidin-3-yl)-1H-pyrazol-4-yl]amino}-9-{[2-(trimethylsilyl)ethoxy]methyl}-9H-purin-6-yl)oxy]phenyl}prop-2-enamide (271 mg, 0.471 mmol) in DCM (5.89 mL) was added TFA (1.81 mL, 23.6 mmol). The resulting solution was stirred at rt overnight, then concentrated and dried under vacuum. The resulting residue was taken up in water and neutralized with NaHCO3 to get a slightly sticky suspension. The solid was filtered off, washed with water, dried, and collected ... Conditions: time 8 hour. Yield: 10.0%. RXN SMILES: [CH3:1][N:2]1[CH2:6][CH2:5][CH:4]([N:7]2[CH:11]=[C:10]([NH:12][C:13]3[N:21]=[C:20]4[C:16]([N:17]=[CH:18][N:19]4COCC[Si](C)(C)C)=[C:15]([O:30][C:31]4[CH:32]=[C:33]([NH:37][C:38](=[O:41])[CH:39]=[CH2:40])[CH:34]=[CH:35][CH:36]=4)[N:14]=3)[CH:9]=[N:8]2)[CH2:3]1.C(O)(C(F)(F)F)=O>C(Cl)Cl>[CH3:1][N:2]1[CH2:6][CH2:5][CH:4]([N:7]2[CH:11]=[C:10]([NH:12][C:13]3[N:21]=[C:20]4[C:16]([N:17]=[CH:18][NH:19]4)=[C:15]([O:30][C:31]4[CH:32]=[C:33]([NH:37][C:38](=[O:41])[CH:39]=[CH2:40])[CH:34]=[CH:35][CH:36]=4)[N:14]=3)[CH:9]=[N:8]2)[CH2:3]1. Yields the product CN1CC(CC1)N1N=CC(=C1)NC1=NC(=C2N=CNC2=N1)OC=1C=C(C=CC1)NC(C=C)=O (N-{3-[(2-{[1-(1-methylpyrrolidin-3-yl)-1H-pyrazol-4-yl]amino}-9H-purin-6-yl)oxy]phenyl}prop-2-enamide). Starting materials: [Li]C(C)(C)C, C1CCOC1, CCOC(C)=O, CCC(CC)c1cc(C)nn2c(-c3sc(-c4ncnn4C)cc3Cl)c(C)nc12, O=S(=O)(NF)c1ccccc1. The product is CCC(CC)c1cc(C)nn2c(-c3sc(-c4nc(F)nn4C)cc3Cl)c(C)nc12. RXN SMILES: [C:34]([Li:35])([CH3:36])([CH3:37])[CH3:38].[CH2:29]1[O:30][CH2:31][CH2:32][CH2:33]1.[CH3:50][CH2:51][O:52][C:53]([CH3:54])=[O:55].[Cl:1][c:2]1[c:3](-[c:13]2[c:14]([CH3:28])[n:15][c:16]3[n:17]2[n:18][c:19]([CH3:27])[cH:20][c:21]3[CH:22]([CH2:23][CH3:24])[CH2:25][CH3:26])[s:4][c:5](-[c:7]2[n:8]([CH3:12])[n:9][cH:10][n:11]2)[cH:6]1.[F:39][NH:40][S:41]([c:42]1[cH:43][cH:44][cH:45][cH:46][cH:47]1)(=[O:48])=[O:49]>>[Cl:1][c:2]1[c:3](-[c:13]2[c:14]([CH3:28])[n:15][c:16]3[n:17]2[n:18][c:19]([CH3:27])[cH:20][c:21]3[CH:22]([CH2:23][CH3:24])[CH2:25][CH3:26])[s:4][c:5](-[c:7]2[n:8]([CH3:12])[n:9][c:10]([F:39])[n:11]2)[cH:6]1. Reactants: CC(C)C1=CC(=C(C(=C1)C(C)C)C2=C(C=CC=C2)P(C3CCCCC3)C4CCCCC4)C(C)C (X-Phos), FC=1C=C(C=CC1C=O)B(O)O (3-fluoro-4-formylphenylboronic acid), C([O-])([O-])=O.[Na+].[Na+] (sodium carbonate), BrC=1C=NN2C1N=C(C=C2)N2C(OC[C@@H]2C2=NC=C(C=C2)F)=O ((S)-3-(3-bromopyrazolo[1,5-a]pyrimidin-5-yl)-4-(5-fluoropyridin-2-yl)oxazolidin-2-one). Reagents/catalysts: C=1C=CC(=CC1)/C=C/C(=O)/C=C/C2=CC=CC=C2.C=1C=CC(=CC1)/C=C/C(=O)/C=C/C2=CC=CC=C2.C=1C=CC(=CC1)/C=C/C(=O)/C=C/C2=CC=CC=C2.[Pd].[Pd] (Pd2 dba3). Run in O1CCOCC1 (dioxane). Run at temperature 80 celsius, time 1 hour. Yields the product FC1=C(C=O)C=CC(=C1)C=1C=NN2C1N=C(C=C2)N2C(OC[C@@H]2C2=NC=C(C=C2)F)=O ((S)-2-fluoro-4-(5-(4-(5-fluoropyridin-2-yl)-2-oxooxazolidin-3-yl)pyrazolo[1,5-a]pyrimidin-3-yl)benzaldehyde). Yield: 84.5%. As a reaction SMILES: Br[C:2]1[CH:3]=[N:4][N:5]2[CH:10]=[CH:9][C:8]([N:11]3[C@@H:15]([C:16]4[CH:21]=[CH:20][C:19]([F:22])=[CH:18][N:17]=4)[CH2:14][O:13][C:12]3=[O:23])=[N:7][C:6]=12.[F:24][C:25]1[CH:26]=[C:27](B(O)O)[CH:28]=[CH:29][C:30]=1[CH:31]=[O:32].C(=O)([O-])[O-].[Na+].[Na+].CC(C1C=C(C(C)C)C(C2C=CC=CC=2P(C2CCCCC2)C2CCCCC2)=C(C(C)C)C=1)C>O1CCOCC1.C1C=CC(/C=C/C(/C=C/C2C=CC=CC=2)=O)=CC=1.C1C=CC(/C=C/C(/C=C/C2C=CC=CC=2)=O)=CC=1.C1C=CC(/C=C/C(/C=C/C2C=CC=CC=2)=O)=CC=1.[Pd].[Pd]>[F:24][C:25]1[CH:26]=[C:27]([C:2]2[CH:3]=[N:4][N:5]3[CH:10]=[CH:9][C:8]([N:11]4[C@@H:15]([C:16]5[CH:21]=[CH:20][C:19]([F:22])=[CH:18][N:17]=5)[CH2:14][O:13][C:12]4=[O:23])=[N:7][C:6]=23)[CH:28]=[CH:29][C:30]=1[CH:31]=[O:32] |f:2.3.4,7.8.9.10.11|. Procedure details: To a solution of (S)-3-(3-bromopyrazolo[1,5-a]pyrimidin-5-yl)-4-(5-fluoropyridin-2-yl)oxazolidin-2-one (0.500 g, 1.32 mmol) in dioxane (8 mL) purged continuously with nitrogen gas was added 3-fluoro-4-formylphenylboronic acid (0.333 g, 1.98 mmol) and 2.0 M sodium carbonate aqueous solution (1.98 mL, 3.97 mmol). To the reaction was added Pd2 dba3 (0.242 g, 0.264 mmol) and X-Phos (0.126 g, 0.264 mmol) and the reaction stirred at 80° C. for 1 hour. After cooling, the reaction was partitioned betwee... The reactants are CC1=CN=CN1CCCN ((3-(5-methyl-1H-imidazol-1-yl)propyl)amine), O([K])C#N (KOCN), C(C1=CC=CC=C1)=O (benzaldehyde), C(C1=CC=CC=C1)[N+]#[C-] (benzylisonitrile). Product: CC1=CN=CN1CCCN1C(NC(C1C1=CC=CC=C1)=O)=O (1-(3-(5-methyl-1H-imidazol-1-yl)propyl)-5-phenylimidazolidine-2,4-dione). As a reaction SMILES: [CH3:1][C:2]1[N:6]([CH2:7][CH2:8][CH2:9][NH2:10])[CH:5]=[N:4][CH:3]=1.[CH:11](=[O:18])C1C=CC=CC=1.[CH2:19]([N+]#[C-])[C:20]1[CH:25]=[CH:24][CH:23]=[CH:22][CH:21]=1.[O:28]([C:30]#[N:31])[K]>>[CH3:1][C:2]1[N:6]([CH2:7][CH2:8][CH2:9][N:10]2[CH:19]([C:20]3[CH:21]=[CH:22][CH:23]=[CH:24][CH:25]=3)[C:30](=[O:28])[NH:31][C:11]2=[O:18])[CH:5]=[N:4][CH:3]=1. Procedure: The compound was synthesized starting from (3-(5-methyl-1H-imidazol-1-yl)propyl)amine 0.278 g (2 mmol), benzaldehyde 0.202 ml (2 mmol), benzylisonitrile 0.245 ml (2 mmol) pyridiniumchloride 0.231 g (2 mmol) and KOCN 0.165 g (2 mmol) as described in method 1. Reactants: C[Si](CCOCN1N=CC=2C1=NC=NC2N[C@@H]2CN(CCC2)C(=O)OC(C)(C)C)(C)C ((S)-tert-butyl 3-(1-((2-(trimethylsilyl)ethoxy)methyl)-1H-pyrazolo[3,4-d]pyrimidin-4-ylamino)piperidine-1-carboxylate), Cl (HCl). Run in O1CCOCC1 (dioxane), O1CCOCC1 (dioxane). Conditions: time 30 minute. The product is Cl.N1C[C@H](CCC1)NC1=C2C(=NC=N1)NN=C2 ((S)—N-(piperidin-3-yl)-1H-pyrazolo[3,4-d]pyrimidin-4-amine hydrochloride). As a reaction SMILES: C[Si](C)(C)CCOC[N:7]1[C:11]2=[N:12][CH:13]=[N:14][C:15]([NH:16][C@H:17]3[CH2:22][CH2:21][CH2:20][N:19](C(OC(C)(C)C)=O)[CH2:18]3)=[C:10]2[CH:9]=[N:8]1.[ClH:32]>O1CCOCC1>[ClH:32].[NH:19]1[CH2:20][CH2:21][CH2:22][C@H:17]([NH:16][C:15]2[N:14]=[CH:13][N:12]=[C:11]3[NH:7][N:8]=[CH:9][C:10]=23)[CH2:18]1 |f:3.4|. Procedure details: To a solution of compound (S)-tert-butyl 3-(1-((2-(trimethylsilyl)ethoxy)methyl)-1H-pyrazolo[3,4-d]pyrimidin-4-ylamino)piperidine-1-carboxylate (1 g, 2.22 mmol) in dioxane (10 mL) at 0° C., was added a solution of HCl in dioxane (10 mL) until the pH was acidic at 0° C. and stirred for 30 min at the same temperature. The reaction mixture was concentrated in vacuo to give a residue that was triturated with ether to give (S)—N-(piperidin-3-yl)-1H-pyrazolo[3,4-d]pyrimidin-4-amine hydrochloride as a ...